Dataset: the Open Reaction Database (ORD), a public repository of structured organic reaction records. Task: describe an organic reaction: reactants, conditions, products, and yield Reactants: LiN[Si(Me)3]2, C1=CC=CC=2C3=CC=CC=C3N(C12)C=1C=C(C=CC1)Br (3-(9-carbazolyl)-phenyl bromide), N#N (N2), NC1=CC=CC=C1 (aniline). Isolated yield 90.0%. The product is C1=CC=CC=2C3=CC=CC=C3N(C12)C=1C=C(N)C=CC1 (3-(9-carbazolyl)-aniline). As a reaction SMILES: [CH:1]1[C:13]2[N:12]([C:14]3[CH:15]=[C:16](Br)[CH:17]=[CH:18][CH:19]=3)[C:11]3[C:6](=[CH:7][CH:8]=[CH:9][CH:10]=3)[C:5]=2[CH:4]=[CH:3][CH:2]=1.N#N.[NH2:23]C1C=CC=CC=1>C1C=CC(/C=C/C(/C=C/C2C=CC=CC=2)=O)=CC=1.C1C=CC(/C=C/C(/C=C/C2C=CC=CC=2)=O)=CC=1.C1C=CC(/C=C/C(/C=C/C2C=CC=CC=2)=O)=CC=1.[Pd].[Pd].O1CCOCC1>[CH:1]1[C:13]2[N:12]([C:14]3[CH:15]=[C:16]([CH:17]=[CH:18][CH:19]=3)[NH2:23])[C:11]3[C:6](=[CH:7][CH:8]=[CH:9][CH:10]=3)[C:5]=2[CH:4]=[CH:3][CH:2]=1 |f:3.4.5.6.7|. Run in O1CCOCC1 (dioxane), O1CCOCC1 (dioxane). Reported procedure: 8.5 g 9-(3-bromophenyl)-carbazole from step (1b) above, 0.12 g Pd2DBA3 0.11 g dicyclohexylphosphinebiphenyl and 50 mL dioxane were stirred in a glove box (N2). 9.2 g LiN[Si(Me)3]2 and a further 10 mL dioxane were added and the reaction brought to reflux overnight. The reaction was cooled and remove from the glove and water was added slowly. The pH of the aqueous layer was brought to 9 with carbonate and then the mixture was extracted with DCM. The DCM layer was separated and dried over magnesium... The reagents and catalysts are C=1C=CC(=CC1)/C=C/C(=O)/C=C/C2=CC=CC=C2.C=1C=CC(=CC1)/C=C/C(=O)/C=C/C2=CC=CC=C2.C=1C=CC(=CC1)/C=C/C(=O)/C=C/C2=CC=CC=C2.[Pd].[Pd] (Pd2DBA3). The reactants are S(=O)(=O)(OC)F (Methyl fluorosulfate), COC1=C(C(=CC=C1)OC)C1=CC=CC2=NC3=CC=CC=C3C(=C12)C(=O)[O-] ((2,6-dimethoxy)phenyl-acridine-9-carboxylate), CCOCC (ether). Run in ClCCl (dichloromethane). Reaction conditions: time 15 hour. The product is FS(=O)(=O)[O-].COC1=C(C(=CC=C1)OC)C1=CC=CC2=[NH+]C3=CC=CC=C3C(=C12)C(=O)O (2,6-dimethoxy-phenyl-acridinium-9-carboxylate fluorosulfonate). The yield is 81.0%. RXN SMILES: [CH3:1][O:2][C:3]1[CH:8]=[CH:7][CH:6]=[C:5]([O:9][CH3:10])[C:4]=1[C:11]1[C:24]2[C:15](=[N:16][C:17]3[C:22]([C:23]=2[C:25]([O-:27])=[O:26])=[CH:21][CH:20]=[CH:19][CH:18]=3)[CH:14]=[CH:13][CH:12]=1.[S:28]([F:33])([O:31]C)(=[O:30])=[O:29].CCOCC>ClCCl>[F:33][S:28]([O-:31])(=[O:30])=[O:29].[CH3:1][O:2][C:3]1[CH:8]=[CH:7][CH:6]=[C:5]([O:9][CH3:10])[C:4]=1[C:11]1[C:24]2[C:15](=[NH+:16][C:17]3[C:22]([C:23]=2[C:25]([OH:27])=[O:26])=[CH:21][CH:20]=[CH:19][CH:18]=3)[CH:14]=[CH:13][CH:12]=1 |f:4.5|. Procedure: The compound (2,6-dimethoxy)phenyl-acridine-9-carboxylate (13) (2.01 g, 5.6 mmole) was dissolved in dichloromethane (110 ml, anhydrous) in a 250 ml round bottom flask. Methyl fluorosulfate (4.60 ml, 6.48 g, 56 mmoles) was added and the mixture was stirred at room temperature for 15 hours. Anhydrous ether (100 ml) was added and the precipitated bright yellow solids were filtered after stirring the suspension for 0.5 hours. The solid was washed well with ether (about 100 ml) and then with pentane ... Starting materials: CC(=O)OCc1ccccc1S(N)(=O)=O, CC#N, O=C=Nc1nc(Cl)nc(Cl)n1. The product is CC(=O)OCc1ccccc1S(=O)(=O)NC(=O)Nc1nc(Cl)nc(Cl)n1. As a reaction SMILES: [C:12]([CH3:13])(=[O:14])[O:15][CH2:16][c:17]1[c:18]([S:23](=[O:24])(=[O:25])[NH2:26])[cH:19][cH:20][cH:21][cH:22]1.[CH3:27][C:28]#[N:29].[Cl:1][c:2]1[n:3][c:4]([N:9]=[C:10]=[O:11])[n:5][c:6]([Cl:8])[n:7]1>>[Cl:1][c:2]1[n:3][c:4]([NH:9][C:10](=[O:11])[NH:26][S:23]([c:18]2[c:17]([CH2:16][O:15][C:12]([CH3:13])=[O:14])[cH:22][cH:21][cH:20][cH:19]2)(=[O:24])=[O:25])[n:5][c:6]([Cl:8])[n:7]1. The reactants are C(C)N(C(C)C)CC (diethyl iso propyl amine), [N+](=O)([O-])C=1C=NC=CC1Cl (3-Nitro-4-Chloro pyridine), C(=O)(OC(C)(C)C)N1CCNCC1 (Boc piperazine). Run in ClCCl (dichloromethane). Run at temperature 0 celsius, time 8 hour. Yields the product C(C)(C)(C)OC(=O)N1CCN(CC1)C1=C(C=NC=C1)[N+](=O)[O-] (4-(3-Nitro-pyridin-4-yl)-piperazine-1-carboxylic acid tert-butyl ester). RXN SMILES: [N+:1]([C:4]1[CH:5]=[N:6][CH:7]=[CH:8][C:9]=1Cl)([O-:3])=[O:2].C(N(CC)C(C)C)C.[C:19]([N:26]1[CH2:31][CH2:30][NH:29][CH2:28][CH2:27]1)([O:21][C:22]([CH3:25])([CH3:24])[CH3:23])=[O:20]>ClCCl>[C:22]([O:21][C:19]([N:26]1[CH2:31][CH2:30][N:29]([C:9]2[CH:8]=[CH:7][N:6]=[CH:5][C:4]=2[N+:1]([O-:3])=[O:2])[CH2:28][CH2:27]1)=[O:20])([CH3:25])([CH3:23])[CH3:24]. Reported procedure: 3-Nitro-4-Chloro pyridine (10 mmol) dissolved in dichloromethane (25 mL) and diethyl iso propyl amine (20 mmol) followed Boc piperazine(10 mmol) was added to the above solution while cooling at 0° C. and the reaction mixture was stirred at room temperature for overnight . The dichloromethane was evaporated under vacuum. The resulting solid is extracted in to dichloromethane and washed with citric acid and brine solution. The evaporation of dichloromethane gave a yellow solid, 4-(3-Nitro-pyridin-... Starting materials: ClC1=C2C(=NC=C1)C=C(O2)C2=CC=C(C=C2)CO ([4-(7-chlorofuro[3,2-b]pyridin-2-yl)phenyl]methanol), CC1=C2C=CNC2=CC=C1N (4-methyl-1H-indol-5-ylamine). Product: CC1=C2C=CNC2=CC=C1NC1=C2C(=NC=C1)C=C(O2)C2=CC=C(C=C2)CO ({4-[7-(4-Methyl-1H-indol-5-ylamino)-furo[3,2-b]pyridin-2-yl]-phenyl}-methanol), solid. Isolated yield 28.0%. As a reaction SMILES: Cl[C:2]1[CH:7]=[CH:6][N:5]=[C:4]2[CH:8]=[C:9]([C:11]3[CH:16]=[CH:15][C:14]([CH2:17][OH:18])=[CH:13][CH:12]=3)[O:10][C:3]=12.[CH3:19][C:20]1[C:28]([NH2:29])=[CH:27][CH:26]=[C:25]2[C:21]=1[CH:22]=[CH:23][NH:24]2>>[CH3:19][C:20]1[C:28]([NH:29][C:2]2[CH:7]=[CH:6][N:5]=[C:4]3[CH:8]=[C:9]([C:11]4[CH:16]=[CH:15][C:14]([CH2:17][OH:18])=[CH:13][CH:12]=4)[O:10][C:3]=23)=[CH:27][CH:26]=[C:25]2[C:21]=1[CH:22]=[CH:23][NH:24]2. Procedure: The title compound was prepared by procedure E using [4-(7-chlorofuro[3,2-b]pyridin-2-yl)phenyl]methanol (20.40 mg; 0.08 mmol; 1.00 eq.) instead of 7-chloro-2-(3,4,5-trimethoxyphenyl)furo[3,2-b]pyridine, and 4-methyl-1H-indol-5-ylamine (12.06 mg; 0.08 mmol; 1.05 eq.) instead of 6-amino-2,2-difluoro-4H-benzo[1,4]oxazin-3-one, and was obtained as a beige solid (8 mg, 28%). (HPLC (method F): 97%, RT: 3.30 min); 1H NMR (500 MHz, DMSO-d6) δ [ppm] 11.14 (s, 1H), 8.54 (s, 1H), 7.94 (d, J=5.4, 1H), 7.91...